From a dataset of the Open Reaction Database (ORD), a public repository of structured organic reaction records. describe an organic reaction: reactants, conditions, products, and yield The reactants are ice water, O=C1CC(SC2=CC=CC=C12)C(=O)O ((4-oxo-thiochroman-2-yl)carboxylic acid), C1(=CC=CC=C1)NN (phenylhydrazine), S(O)(O)(=O)=O (sulfuric acid), C(C)O (ethanol). The product is C1=CC=CC2=C1C=1NC3=CC=CC=C3C1C(S2)C(=O)OCC (ethyl 6,11-dihydro-5-thia-11-aza-benzo[a]fluoren-6-carboxylate). Reaction SMILES: O=[C:2]1[C:11]2[C:6](=[CH:7][CH:8]=[CH:9][CH:10]=2)[S:5][CH:4]([C:12]([OH:14])=[O:13])[CH2:3]1.[C:15]1([NH:21]N)[CH:20]=[CH:19][CH:18]=[CH:17][CH:16]=1.S(=O)(=O)(O)O.[CH2:28](O)[CH3:29]>>[CH:10]1[C:11]2[C:2]3[NH:21][C:15]4[C:20]([C:3]=3[CH:4]([C:12]([O:14][CH2:28][CH3:29])=[O:13])[S:5][C:6]=2[CH:7]=[CH:8][CH:9]=1)=[CH:19][CH:18]=[CH:17][CH:16]=4. Procedure: To a solution of 22.54 g of (4-oxo-thiochroman-2-yl)carboxylic acid and 10.7 ml of phenylhydrazine in 100 ml of ethanol was added 15 ml of sulfuric acid, followed by reflux under heating for 5 hours. The reaction solution was cooled to room temperature, poured into 500 ml of ice water and extracted with ether. The extract was washed with a saturated aqueous sodium chloride solution and dried over anhydrous sodium sulfate. After removal of the drying agent by filtration, the filtrate was concentr... Reactants: O=C([O-])O, C=CC(=O)Cl, CNc1cccc(C(=O)OC)c1, ClCCl, [Na+]. Yields the product C=CC(=O)CNc1cccc(C(=O)OC)c1. Reaction SMILES: [C:13](=[O:14])([OH:15])[O-:16].[C:18]([CH:19]=[CH2:20])(=[O:21])[Cl:22].[CH3:1][O:2][C:3]([c:4]1[cH:5][c:6]([NH:10][CH3:11])[cH:7][cH:8][cH:9]1)=[O:12].[Cl:23][CH2:24][Cl:25].[Na+:17]>>[CH3:1][O:2][C:3]([c:4]1[cH:5][c:6]([NH:10][CH2:11][C:18]([CH:19]=[CH2:20])=[O:21])[cH:7][cH:8][cH:9]1)=[O:12]. Reactants: CCOC(C)=O, CCCCCCC, COC(=O)Cc1cccc(Br)c1, Cc1ccccc1, [Cl-], [NH4+], [Na+], [Na+], O=C([O-])[O-], OB(O)c1ccccc1, c1ccc(P(c2ccccc2)(c2ccccc2)[Pd](P(c2ccccc2)(c2ccccc2)c2ccccc2)(P(c2ccccc2)(c2ccccc2)c2ccccc2)P(c2ccccc2)(c2ccccc2)c2ccccc2)cc1. Yields the product COC(=O)Cc1cccc(-c2ccccc2)c1. Reaction SMILES: [C:121]([O:122][CH2:123][CH3:124])(=[O:125])[CH3:126].[CH3:114][CH2:115][CH2:116][CH2:117][CH2:118][CH2:119][CH3:120].[CH3:1][O:2][C:3]([CH2:4][c:5]1[cH:6][c:7]([Br:11])[cH:8][cH:9][cH:10]1)=[O:12].[CH3:30][c:31]1[cH:32][cH:33][cH:34][cH:35][cH:36]1.[Cl-:28].[NH4+:29].[Na+:22].[Na+:23].[O-:24][C:25](=[O:26])[O-:27].[c:13]1([B:19]([OH:20])[OH:21])[cH:14][cH:15][cH:16][cH:17][cH:18]1.[cH:37]1[cH:38][cH:39][c:40]([P:41]([Pd:42]([P:43]([c:44]2[cH:45][cH:46][cH:47][cH:48][cH:49]2)([c:50]2[cH:51][cH:52][cH:53][cH:54][cH:55]2)[c:56]2[cH:57][cH:58][cH:59][cH:60][cH:61]2)([P:62]([c:63]2[cH:64][cH:65][cH:66][cH:67][cH:68]2)([c:69]2[cH:70][cH:71][cH:72][cH:73][cH:74]2)[c:75]2[cH:76][cH:77][cH:78][cH:79][cH:80]2)[P:81]([c:82]2[cH:83][cH:84][cH:85][cH:86][cH:87]2)([c:88]2[cH:89][cH:90][cH:91][cH:92][cH:93]2)[c:94]2[cH:95][cH:96][cH:97][cH:98][cH:99]2)([c:100]2[cH:101][cH:102][cH:103][cH:104][cH:105]2)[c:106]2[cH:107][cH:108][cH:109][cH:110][cH:111]2)[cH:112][cH:113]1>>[CH3:1][O:2][C:3]([CH2:4][c:5]1[cH:6][c:7](-[c:13]2[cH:14][cH:15][cH:16][cH:17][cH:18]2)[cH:8][cH:9][cH:10]1)=[O:12]. The reactants are CSC(=NC(=O)OC(C)(C)C)NC(=O)OC(C)(C)C, C1CCOC1, CN1CCC(CCCO)CC1, CCOC(=O)N=NC(=O)OCC, c1ccc(P(c2ccccc2)c2ccccc2)cc1. The product is CSC(=NC(=O)OC(C)(C)C)N(CCCC1CCN(C)CC1)C(=O)OC(C)(C)C. RXN SMILES: [C:12](=[O:13])([O:14][C:15]([CH3:16])([CH3:17])[CH3:18])[NH:19][C:20]([S:21][CH3:22])=[N:23][C:24](=[O:25])[O:26][C:27]([CH3:28])([CH3:29])[CH3:30].[CH2:62]1[O:63][CH2:64][CH2:65][CH2:66]1.[CH3:1][N:2]1[CH2:3][CH2:4][CH:5]([CH2:8][CH2:9][CH2:10][OH:11])[CH2:6][CH2:7]1.[O:50]=[C:51]([O:52][CH2:53][CH3:54])[N:55]=[N:56][C:57]([O:58][CH2:59][CH3:60])=[O:61].[c:31]1([P:32]([c:33]2[cH:34][cH:35][cH:36][cH:37][cH:38]2)[c:39]2[cH:40][cH:41][cH:42][cH:43][cH:44]2)[cH:45][cH:46][cH:47][cH:48][cH:49]1>>[CH3:1][N:2]1[CH2:3][CH2:4][CH:5]([CH2:8][CH2:9][CH2:10][N:23]([C:20](=[N:19][C:12](=[O:13])[O:14][C:15]([CH3:16])([CH3:17])[CH3:18])[S:21][CH3:22])[C:24](=[O:25])[O:26][C:27]([CH3:28])([CH3:29])[CH3:30])[CH2:6][CH2:7]1. The reactants are [Na+], C1COCCO1, [OH-], CCOC(=O)C1=NOC(c2ccccc2)C1. Yields the product O=C(O)C1=NOC(c2ccccc2)C1. As a reaction SMILES: [Na+:18].[O:19]1[CH2:20][CH2:21][O:22][CH2:23][CH2:24]1.[OH-:17].[c:1]1([CH:7]2[CH2:8][C:9]([C:12](=[O:13])[O:14][CH2:15][CH3:16])=[N:10][O:11]2)[cH:2][cH:3][cH:4][cH:5][cH:6]1>>[c:1]1([CH:7]2[CH2:8][C:9]([C:12](=[O:13])[OH:14])=[N:10][O:11]2)[cH:2][cH:3][cH:4][cH:5][cH:6]1. The reactants are N1(C=NC=C1)C(OC(C(=O)OC(C1=CC=CC=C1)C1=CC=CC=C1)C1=CC=CC=C1)=S (α[(1H-imidazol-1-yl)thioxomethoxy]-benzeneacetic acid, diphenylmethyl ester), CO (methanol), O1CCOCC1 (dioxane), sodium imidazole-dioxane. The solvent is C(Cl)(Cl)Cl (chloroform). Product: COC(=S)OC(C(=O)OC(C1=CC=CC=C1)C1=CC=CC=C1)C1=CC=CC=C1 (α-[(methoxycarbonothioyl)oxy] benzeneacetic acid, diphenylmethyl ester). As a reaction SMILES: N1([C:6](=[S:31])[O:7][CH:8]([C:25]2[CH:30]=[CH:29][CH:28]=[CH:27][CH:26]=2)[C:9]([O:11][CH:12]([C:19]2[CH:24]=[CH:23][CH:22]=[CH:21][CH:20]=2)[C:13]2[CH:18]=[CH:17][CH:16]=[CH:15][CH:14]=2)=[O:10])C=CN=C1.CO.[O:34]1CCOC[CH2:35]1>C(Cl)(Cl)Cl>[CH3:35][O:34][C:6]([O:7][CH:8]([C:25]1[CH:30]=[CH:29][CH:28]=[CH:27][CH:26]=1)[C:9]([O:11][CH:12]([C:19]1[CH:24]=[CH:23][CH:22]=[CH:21][CH:20]=1)[C:13]1[CH:14]=[CH:15][CH:16]=[CH:17][CH:18]=1)=[O:10])=[S:31]. Procedure: 4.3 g. (10mM) of α[(1H-imidazol-1-yl)thioxomethoxy]-benzeneacetic acid, diphenylmethyl ester together with 0.35 g. of methanol in 30 ml. of dioxane and one drop of a 10% sodium imidazole-dioxane solution, are held at 40° for 5 hours. After drawing off the solvent, the oily residue is dissolved in chloroform and washed three times, each time with 30 ml. of water. After drawing off the solvent, 2.3 g. of α-[(methoxycarbonothioyl)oxy] benzeneacetic acid, diphenylmethyl ester are obtained from the d... Reactants: CN1CC=2N(C3=C(C1=O)C=CC=C3)C=NC2C(=O)O (5,6-dihydro-5-methyl-6-oxo-4H-imidazo[1,5-a][1,4]benzodiazepine-3-carboxylic acid), C(=O)=O (carbon dioxide). The product is CN1CC=2N(C3=C(C1=O)C=CC=C3)C=NC2 (4,5-dihydro-5-methyl-6H-imidazo[1,5-a][1,4]benzodiazepin-6-one). As a reaction SMILES: [CH3:1][N:2]1[C:8](=[O:9])[C:7]2[CH:10]=[CH:11][CH:12]=[CH:13][C:6]=2[N:5]2[CH:14]=[N:15][C:16](C(O)=O)=[C:4]2[CH2:3]1.C(=O)=O>>[CH3:1][N:2]1[C:8](=[O:9])[C:7]2[CH:10]=[CH:11][CH:12]=[CH:13][C:6]=2[N:5]2[CH:14]=[N:15][CH:16]=[C:4]2[CH2:3]1. Reported procedure: 8.2 g of 5,6-dihydro-5-methyl-6-oxo-4H-imidazo[1,5-a][1,4]benzodiazepine-3-carboxylic acid are heated to 300°. After completion of the carbon dioxide evolution, the residue is left to cool and the material is recrystallized from chloroform/hexane. After drying, there is obtained 4,5-dihydro-5-methyl-6H-imidazo[1,5-a][1,4]benzodiazepin-6-one of melting point 212°-213°. Starting materials: ClC1=C(OCC(=O)O)C=CC=C1Cl (2,3-dichlorophenoxyacetic acid), S(=O)(Cl)Cl (thionyl chloride). The product is ClC1=C(OCC(=O)Cl)C=CC=C1Cl (2,3-dichlorophenoxyacetyl chloride). Isolated yield 93.9%. RXN SMILES: [Cl:1][C:2]1[C:12]([Cl:13])=[CH:11][CH:10]=[CH:9][C:3]=1[O:4][CH2:5][C:6](O)=[O:7].S(Cl)([Cl:16])=O>>[Cl:1][C:2]1[C:12]([Cl:13])=[CH:11][CH:10]=[CH:9][C:3]=1[O:4][CH2:5][C:6]([Cl:16])=[O:7]. Procedure details: After filling in a dry 250 ml flask respectively 59.89 g (0.271 mol) of 2,3-dichlorophenoxyacetic acid synthesized in Example 5 and 79.1 ml (1.084 mol) of thionyl chloride, the reaction mixture was then heated and refluxed for 4-5 hours. When treated as in Example 2 on completion of the reaction, 60.93 g of 2,3-dichlorophenoxyacetyl chloride was obtained as a raw reaction product. Reactants: OC(CCCCCCCC)C=1C=C(OC1)[Si](C)(C)C (4-(1-hydroxynonyl)-2-trimethylsilylfuran), C(C)(=O)OC(C)=O (acetic anhydride). Solvent: N1=CC=CC=C1 (pyridine). Run at time 17 hour. The product is C(C)(=O)OC(CCCCCCCC)C=1C=C(OC1)[Si](C)(C)C (4-(1-acetoxynonyl)-2-trimethylsilylfuran). As a reaction SMILES: [OH:1][CH:2]([C:11]1[CH:12]=[C:13]([Si:16]([CH3:19])([CH3:18])[CH3:17])[O:14][CH:15]=1)[CH2:3][CH2:4][CH2:5][CH2:6][CH2:7][CH2:8][CH2:9][CH3:10].[C:20](OC(=O)C)(=[O:22])[CH3:21]>N1C=CC=CC=1>[C:20]([O:1][CH:2]([C:11]1[CH:12]=[C:13]([Si:16]([CH3:19])([CH3:18])[CH3:17])[O:14][CH:15]=1)[CH2:3][CH2:4][CH2:5][CH2:6][CH2:7][CH2:8][CH2:9][CH3:10])(=[O:22])[CH3:21]. Procedure details: A mixture of 4-(1-hydroxynonyl)-2-trimethylsilylfuran (1.65 g, 5.9 mmol), acetic anhydride (2 ml) and pyridine (3 ml) was stirred under argon at approximately 20° for 17 hours. After most of the solvent was removed under high vacuum (less than 40° C.), the residue was dissolved in ether (40 ml) and washed thoroughly with aqueous copper sulfate and water. Drying (magnesium sulfate) and evaporation gave a brown oil, which was flash chromatographed on silica using 5% ethyl ether/petroleum ether. Fr... The reactants are ClC(Cl)Cl, O=[N+]([O-])c1ccc2ncccc2c1, O=C(OO)c1cccc(Cl)c1. Product: O=[N+]([O-])c1ccc2c(ccc[n+]2[O-])c1. RXN SMILES: [Cl:25][CH:26]([Cl:27])[Cl:28].[N+:1](=[O:2])([O-:3])[c:4]1[cH:5][c:6]2[cH:7][cH:8][cH:9][n:10][c:11]2[cH:12][cH:13]1.[OH:14][O:15][C:16]([c:17]1[cH:18][c:19]([Cl:20])[cH:21][cH:22][cH:23]1)=[O:24]>>[N+:1](=[O:2])([O-:3])[c:4]1[cH:5][c:6]2[cH:7][cH:8][cH:9][n+:10]([O-:14])[c:11]2[cH:12][cH:13]1.